Dataset: the Open Reaction Database (ORD), a public repository of structured organic reaction records. Task: describe an organic reaction: reactants, conditions, products, and yield Starting materials: BrCc1ccc(Br)cc1, COCCO, [H-], [Na+], CN(C)C=O, O. The product is COCCOCc1ccc(Br)cc1. RXN SMILES: [Br:8][c:9]1[cH:10][cH:11][c:12]([CH2:13][Br:14])[cH:15][cH:16]1.[CH3:1][O:2][CH2:3][CH2:4][OH:5].[H-:6].[Na+:7].[O:17]=[CH:18][N:19]([CH3:20])[CH3:21].[OH2:22]>>[CH3:1][O:2][CH2:3][CH2:4][O:5][CH2:13][c:12]1[cH:11][cH:10][c:9]([Br:8])[cH:16][cH:15]1. Starting materials: FC12CC3(CC(CC(C1)(C3)F)(C2)F)CO ((3,5,7-trifluoroadamantan-1-yl)methanol), ClC=1C=C(C(=O)O)C=C(C1F)Cl (3,5-dichloro-4-fluorobenzoic acid), C12(CC3CC(CC(C1)C3)C2)CO (adamantan-1-ylmethanol), ClC=1C(=CC(=C(C(=O)O)C1)F)F (5-chloro-2,4-difluorobenzoic acid). Product: C12(CC3CC(CC(C1)C3)C2)COC2=C(C=C(C(=O)O)C=C2Cl)Cl (4-(adamantan-1-ylmethoxy)-3,5-dichlorobenzoic acid). Reaction SMILES: F[C:2]12[CH2:12][C:6]3(F)[CH2:7][C:8](F)([CH2:10][C:4]([CH2:14][OH:15])([CH2:5]3)[CH2:3]1)[CH2:9]2.C12(CO)CC3CC(CC(C3)C1)C2.ClC1C(F)=CC(F)=C(C=1)C(O)=O.[Cl:40][C:41]1[CH:42]=[C:43]([CH:47]=[C:48]([Cl:51])[C:49]=1F)[C:44]([OH:46])=[O:45]>>[C:4]12([CH2:14][O:15][C:49]3[C:48]([Cl:51])=[CH:47][C:43]([C:44]([OH:46])=[O:45])=[CH:42][C:41]=3[Cl:40])[CH2:10][CH:8]3[CH2:7][CH:6]([CH2:12][CH:2]([CH2:9]3)[CH2:3]1)[CH2:5]2. Reported procedure: Following the procedure as described in Example 274 step 1 and making variations as required to replace (3,5,7-trifluoroadamantan-1-yl)methanol with adamantan-1-ylmethanol and to replace 5-chloro-2,4-difluorobenzoic acid with 3,5-dichloro-4-fluorobenzoic acid, the title compound was obtained as a colorless solid (1.73 g, quant.): 1H NMR (300 MHz, DMSO-d6) δ 13.44 (br s, 1H), 7.86 (s, 2H), 3.53 (s, 2H), 1.99-1.90 (m, 3H), 1.73-1.57 (m, 12H); MS (ES−) m/z 353.2, 355.2 (M−1). The reactants are C(C)C1(C=NC(CC=CCCC=CC1)C1=CC=CC=C1)CC (3,3-diethyl-12-phenyl-1-aza-1,5,9-cyclododecatriene), Cl (hydrochloric acid), Cl.NO (hydroxylamine hydrochloride). Run in O (water). Yields the product C(C)C(C=NO)(CC=CCCC=CCC(N)C1=CC=CC=C1)CC (2,2-diethyl-11-phenyl-11-amino-undeca-4,8-dienal oxime). Isolated yield 97.5%. RXN SMILES: [CH2:1]([C:3]1([CH2:21][CH3:22])[CH2:14][CH:13]=[CH:12][CH2:11][CH2:10][CH:9]=[CH:8][CH2:7][CH:6]([C:15]2[CH:20]=[CH:19][CH:18]=[CH:17][CH:16]=2)[N:5]=[CH:4]1)[CH3:2].Cl.Cl.[NH2:25][OH:26]>O>[CH2:1]([C:3]([CH2:21][CH3:22])([CH2:14][CH:13]=[CH:12][CH2:11][CH2:10][CH:9]=[CH:8][CH2:7][CH:6]([C:15]1[CH:20]=[CH:19][CH:18]=[CH:17][CH:16]=1)[NH2:5])[CH:4]=[N:25][OH:26])[CH3:2] |f:2.3|. Procedure: The procedure described in Example 1(b) is repeated, except that 95.3 g (0.323 mol) of 3,3-diethyl-12-phenyl-1-aza-1,5,9-cyclododecatriene, 20 g of 37% hydrochloric acid, 22.4 g (0.322 mol) of hydroxylamine hydrochloride and 250 ml of water are used. Working up yields 103.1 g (0.314 mol) of 2,2-diethyl-11-phenyl-11-amino-undeca-4,8-dienal oxime; yield 97.5% of theory.